From a dataset of the Open Reaction Database (ORD), a public repository of structured organic reaction records. describe an organic reaction: reactants, conditions, products, and yield Reactants: NC1=NN(C=C1)CC(C)(O)C (1-(3-amino-pyrazol-1-yl)-2-methyl-propan-2-ol), N1=C(C=CC=C1C)C (2,6-lutidine), C1(CCCC1)C[C@@H](C(=O)O)C1=CC=C(C=C1)S(=O)(=O)C(C)C ((R)-3-cyclopentyl-2-[4-(propane-2-sulfonyl)-phenyl]-propionic acid), C(C(=O)Cl)(=O)Cl (oxalyl chloride). Reagents/catalysts: CN(C=O)C (N,N-dimethylformamide). Solvent: C(Cl)Cl (methylene chloride), C(Cl)Cl (methylene chloride), C(Cl)Cl (methylene chloride). Conditions: temperature 25 celsius, time 15 minute. Yields the product C1(CCCC1)C[C@@H](C(=O)NC1=NN(C=C1)CC(C)(C)O)C1=CC=C(C=C1)S(=O)(=O)C(C)C ((R)-3-cyclopentyl-N-[1-(2-hydroxy-2-methyl-propyl)-1H-pyrazol-3-yl]-2-[4-(propane-2-sulfonyl)-phenyl]-propionamide). The yield is 58.0%. Reaction SMILES: [CH:1]1([CH2:6][C@H:7]([C:11]2[CH:16]=[CH:15][C:14]([S:17]([CH:20]([CH3:22])[CH3:21])(=[O:19])=[O:18])=[CH:13][CH:12]=2)[C:8](O)=[O:9])[CH2:5][CH2:4][CH2:3][CH2:2]1.C(Cl)(=O)C(Cl)=O.[NH2:29][C:30]1[CH:34]=[CH:33][N:32]([CH2:35][C:36]([CH3:39])([OH:38])[CH3:37])[N:31]=1.N1C(C)=CC=CC=1C>C(Cl)Cl.CN(C)C=O>[CH:1]1([CH2:6][C@H:7]([C:11]2[CH:16]=[CH:15][C:14]([S:17]([CH:20]([CH3:22])[CH3:21])(=[O:18])=[O:19])=[CH:13][CH:12]=2)[C:8]([NH:29][C:30]2[CH:34]=[CH:33][N:32]([CH2:35][C:36]([OH:38])([CH3:37])[CH3:39])[N:31]=2)=[O:9])[CH2:2][CH2:3][CH2:4][CH2:5]1. Reported procedure: (R)-3-cyclopentyl-2-[4-(propane-2-sulfonyl)-phenyl]-propionic acid (100 mg, 0.31 mmol) was dissolved in methylene chloride (3 mL) and N,N-dimethylformamide (three drops) at 25° C. under argon. To this solution was added dropwise a solution of oxalyl chloride in methylene chloride (2 M solution, 180 μL, 0.33 mmol) which produced gas evolution and it was then stirred at 25° C. for 15 minutes after which time it was concentrated in vacuo. The residue was then dissolved in methylene chloride (3 mL) ... Starting materials: BrC=1C=C(C=C(C(=O)OC)C1)C(=O)OC (dimethyl 5-bromoisophthalate), BrC=1C=C(C=C(C(=O)OC)C1)C(=O)OC (dimethyl 5-bromoisophthalate), FC1=CC=C(C=C1)B(O)O (4-fluorophenylboronic acid), C([O-])([O-])=O.[Cs+].[Cs+] (cesium carbonate), CCOC(=O)C (EtOAc). Reagents/catalysts: [Pd] (Pd), C=1C=CC(=CC1)[P](C=2C=CC=CC2)(C=3C=CC=CC3)[Pd]([P](C=4C=CC=CC4)(C=5C=CC=CC5)C=6C=CC=CC6)([P](C=7C=CC=CC7)(C=8C=CC=CC8)C=9C=CC=CC9)[P](C=1C=CC=CC1)(C=1C=CC=CC1)C=1C=CC=CC1 (Pd(PPh3)4). Solvent: O1CCOCC1 (dioxane), O (water). Run at temperature 90 celsius. Product: FC1=CC=C(C=C1)C1=CC(=CC(=C1)C(=O)OC)C(=O)OC (Dimethyl 4′-fluorobiphenyl-3,5-dicarboxylate). RXN SMILES: Br[C:2]1[CH:3]=[C:4]([C:12]([O:14][CH3:15])=[O:13])[CH:5]=[C:6]([CH:11]=1)[C:7]([O:9][CH3:10])=[O:8].[F:16][C:17]1[CH:22]=[CH:21][C:20](B(O)O)=[CH:19][CH:18]=1.C(=O)([O-])[O-].[Cs+].[Cs+].CCOC(C)=O>O1CCOCC1.C1C=CC([P]([Pd]([P](C2C=CC=CC=2)(C2C=CC=CC=2)C2C=CC=CC=2)([P](C2C=CC=CC=2)(C2C=CC=CC=2)C2C=CC=CC=2)[P](C2C=CC=CC=2)(C2C=CC=CC=2)C2C=CC=CC=2)(C2C=CC=CC=2)C2C=CC=CC=2)=CC=1.[Pd].O>[F:16][C:17]1[CH:22]=[CH:21][C:20]([C:2]2[CH:3]=[C:4]([C:12]([O:14][CH3:15])=[O:13])[CH:5]=[C:6]([C:7]([O:9][CH3:10])=[O:8])[CH:11]=2)=[CH:19][CH:18]=1 |f:2.3.4,^1:47,49,68,87|. Procedure: A mixture of dimethyl 5-bromoisophthalate (5.47 g, 20.03 mmol), 4-fluorophenylboronic acid (4.20 g, 30.0 mmol) and cesium carbonate (9 g, 27.6 mmol) in dioxane (60 mL) was purged with Ar gas for a few minutes, to the mixture was added Pd(PPh3)4 (1 g, 0.865 mmol). The reaction mixture was heated at 90° C. overnight. The next morning additional Pd-catalyst (˜300 mg) was added, and the reaction mixture was heated at 90° C. for an additional 7 h. To the reaction mixture was added EtOAc and water, an... The reactants are CCC(C)COS(C)(=O)=O, [Na+], O=C([O-])O, CN(C)C=O, O=C(O)c1cc(O)ccc1O. The product is CCC(C)COC(=O)c1cc(O)ccc1O. RXN SMILES: [CH3:12][S:13]([O:14][CH2:17][CH:18]([CH2:19][CH3:20])[CH3:21])(=[O:15])=[O:16].[Na+:26].[O-:22][C:23]([OH:24])=[O:25].[O:27]=[CH:28][N:29]([CH3:30])[CH3:31].[OH:1][C:2](=[O:3])[c:4]1[cH:5][c:6]([OH:7])[cH:8][cH:9][c:10]1[OH:11]>>[O:1]([C:2](=[O:3])[c:4]1[cH:5][c:6]([OH:7])[cH:8][cH:9][c:10]1[OH:11])[CH2:17][CH:18]([CH2:19][CH3:20])[CH3:21].